The task is: describe an organic reaction: reactants, conditions, products, and yield. This data is from the Open Reaction Database (ORD), a public repository of structured organic reaction records. The reactants are OCCOC=1C=C(C=C(C1)OC)C1=NC2=CC(=CC(=C2C(N1)=O)OC)OC (2-[3-(2-hydroxy-ethoxy)-5-methoxy-phenyl]-5,7-dimethoxy-3H-quinazolin-4-one), C(Br)(Br)(Br)Br (carbon tetrabromide), C1(=CC=CC=C1)P(C1=CC=CC=C1)C1=CC=CC=C1 (triphenylphosphine). Run in CN(C)C=O (DMF). Reaction conditions: temperature 40 celsius, time 7 hour. Product: BrCCOC=1C=C(C=C(C1)OC)C1=NC2=CC(=CC(=C2C(N1)=O)OC)OC (2-[3-(2-bromo-ethoxy)-5-methoxy-phenyl]-5,7-dimethoxy-3H-quinazolin-4-one). Reaction SMILES: O[CH2:2][CH2:3][O:4][C:5]1[CH:6]=[C:7]([C:13]2[NH:22][C:21](=[O:23])[C:20]3[C:15](=[CH:16][C:17]([O:26][CH3:27])=[CH:18][C:19]=3[O:24][CH3:25])[N:14]=2)[CH:8]=[C:9]([O:11][CH3:12])[CH:10]=1.C(Br)(Br)(Br)[Br:29].C1(P(C2C=CC=CC=2)C2C=CC=CC=2)C=CC=CC=1>CN(C=O)C>[Br:29][CH2:2][CH2:3][O:4][C:5]1[CH:6]=[C:7]([C:13]2[NH:22][C:21](=[O:23])[C:20]3[C:15](=[CH:16][C:17]([O:26][CH3:27])=[CH:18][C:19]=3[O:24][CH3:25])[N:14]=2)[CH:8]=[C:9]([O:11][CH3:12])[CH:10]=1. Procedure: To a solution of 2-[3-(2-hydroxy-ethoxy)-5-methoxy-phenyl]-5,7-dimethoxy-3H-quinazolin-4-one (8.00 g, 21.5 mmol) in anhydrous DMF (30 mL) was added carbon tetrabromide (9.80 g, 29.5 mmol) and triphenylphosphine (7.78 g, 29.5 mmol). The reaction mixture was stirred at 40° C. for 7 hours. DMF was removed under vacuum and dichloromethane (200 mL) was added. The organic phase was washed with water (150 mL), brine (100 mL), and dried over anhydrous sodium sulfate. Solvent was removed and the residue ... The reactants are C(C)OP(=O)(OCC)C(C(=O)OCC)(CC(CC(=O)OCC)(C)C)C (diethyl 2-diethylphosphono-2,4,4-trimethyladipate). The solvent is Br (hydrobromic acid). Product: CC(C(=O)O)(CC(CC(=O)O)(C)C)P(=O)(O)O (2,4,4-trimethyl-2-phosphonoadipic acid). As a reaction SMILES: C([O:3][P:4]([C:9]([CH3:25])([CH2:15][C:16]([CH3:24])([CH3:23])[CH2:17][C:18]([O:20]CC)=[O:19])[C:10]([O:12]CC)=[O:11])([O:6]CC)=[O:5])C>Br>[CH3:25][C:9]([P:4]([OH:5])([OH:6])=[O:3])([CH2:15][C:16]([CH3:23])([CH3:24])[CH2:17][C:18]([OH:20])=[O:19])[C:10]([OH:12])=[O:11]. Procedure: Hydrolysis of this ester in concentrated hydrobromic acid gave 2,4,4-trimethyl-2-phosphonoadipic acid as a hygroscopic solid having a 31P chemical shift of -25 ppm. Reactants: CC(=O)[C-]1C=CC=C1.[CH-]1C=CC=C1.[Fe+2] (ferrocenyl methyl ketone), C(C=C)Br (allyl bromide), [Mg] (magnesium), [Mg] (magnesium), CCCCCC (n-hexane), CCCCCC (n-hexane). Solvent: C1CCOC1 (THF). Reaction conditions: time 2 hour. The product is [C-]1(C=CC=C1)C(=CC=C)C.[CH-]1C=CC=C1.[Fe+2] (1-Ferrocenyl-I-methyl-1,3-butadiene). Yield: 91.0%. As a reaction SMILES: [Mg].[CH3:2][C:3]([C-:5]1C=C[CH:7]=[CH:6]1)=O.[CH-:10]1[CH:14]=[CH:13][CH:12]=[CH:11]1.[Fe+2:15].C(Br)C=C.C[CH2:21][CH2:22][CH2:23][CH2:24][CH3:25]>C1COCC1>[C-:10]1([C:6]([CH3:7])=[CH:5][CH:3]=[CH2:2])[CH:14]=[CH:13][CH:12]=[CH:11]1.[CH-:21]1[CH:22]=[CH:23][CH:24]=[CH:25]1.[Fe+2:15] |f:1.2.3,7.8.9|. Reported procedure: 72 mg (3.0 mmole) of magnesium metal was placed in a 50 ml round bottom flask. 228 mg (1.0 mmole) of ferrocenyl methyl ketone and 181.5 mg (1.5 mmole) of allyl bromide were dissolved in 15 ml of THF. The resulting mixture was poured into the round bottom flask containing the magnesium metal while stirring at room temperature for two hours. After two-hour stirring, the cover of the flask was opened, and the liquid portion of the reaction mixture was introduced into a silica gel column, which had ... Starting materials: SC1=NC=CC=C1 (2-Mercaptopyridine), Cl.ClCC1=NC=CC(=C1C)SCCCCl (2-chloromethyl-4-(3-chloropropylthio)-3-methylpyridine hydrochloride). Run in C(C)(C)O (isopropanol). Product: Cl.Cl.ClCCCSC1=C(C(=NC=C1)CSC1=NC=CC=C1)C (4-(3-Chloropropylthio)-3-methyl-2-[(2-pyridinylthio)methyl]pyridine dihydrochloride). Reaction SMILES: [SH:1][C:2]1[CH:7]=[CH:6][CH:5]=[CH:4][N:3]=1.[ClH:8].[Cl:9][CH2:10][C:11]1[C:16]([CH3:17])=[C:15]([S:18][CH2:19][CH2:20][CH2:21][Cl:22])[CH:14]=[CH:13][N:12]=1>C(O)(C)C>[ClH:9].[ClH:8].[Cl:22][CH2:21][CH2:20][CH2:19][S:18][C:15]1[CH:14]=[CH:13][N:12]=[C:11]([CH2:10][S:1][C:2]2[CH:7]=[CH:6][CH:5]=[CH:4][N:3]=2)[C:16]=1[CH3:17] |f:1.2,4.5.6|. Reported procedure: 2-Mercaptopyridine (10 mmol) and 2-chloromethyl-4-(3-chloropropylthio)-3-methylpyridine hydrochloride (10 mmol) are heated to boiling in isopropanol (25 ml) for 4-6 h. After cooling, the precipitated solid is filtered off, washed with isopropanol and dried in vacuo at 40° C. 3.6 g (91% of theory) of the title compound are obtained as a colorless solid; m.p. 112-114° C. (dec.). The reactants are [H-].[Na+] (Sodium hydride), ClC1=CC=C(C=C1)C1=CC=C(C=C1)CCO (2-[4-(4-chlorophenyl)phenyl]-ethanol), BrC(C(=O)OCC)C (Ethyl 2-bromopropionate). The solvent is CN(C=O)C (dimethylformamide). Run at time 5 hour. The product is ClC1=CC=C(C=C1)C1=CC=C(C=C1)CCOC(C(=O)OCC)C (ethyl 2-{2-[4-(4-chlorophenyl)phenyl]ethoxy}propionate). Reaction SMILES: [H-].[Na+].[Cl:3][C:4]1[CH:9]=[CH:8][C:7]([C:10]2[CH:15]=[CH:14][C:13]([CH2:16][CH2:17][OH:18])=[CH:12][CH:11]=2)=[CH:6][CH:5]=1.Br[CH:20]([CH3:26])[C:21]([O:23][CH2:24][CH3:25])=[O:22]>CN(C)C=O>[Cl:3][C:4]1[CH:5]=[CH:6][C:7]([C:10]2[CH:15]=[CH:14][C:13]([CH2:16][CH2:17][O:18][CH:20]([CH3:26])[C:21]([O:23][CH2:24][CH3:25])=[O:22])=[CH:12][CH:11]=2)=[CH:8][CH:9]=1 |f:0.1|. Procedure details: Sodium hydride (0.8 g., 80% w/w dispersion in mineral oil) was added to a stirred solution of 2-[4-(4-chlorophenyl)phenyl]-ethanol (5.0 g.) in dimethylformamide (20 ml.). The mixture was stirred at room temperature under nitrogen for 5 hours. Ethyl 2-bromopropionate (3 ml.) was then added and the mixture was stirred at room temperature. After 18 hours the mixture was partitioned between ethyl acetate (100 ml.) and 4-N-hydrochloric acid (100 ml.). The organic phase was separated, washed with wate... Starting materials: OC1=C(C=CC=C1)S(=O)(=O)N (2-hydroxybenzenesulfonamide), C1(OCCO1)=O (ethylene carbonate), N1C=NC=C1 (imidazole), primary sulfonamide, C(=O)=O (carbon dioxide), NH2, OC1=C(C=CC=C1)S(=O)(=O)N (2-hydroxybenzenesulfonamide), primary alcohol. Run in C(C)OCC (diethyl ether). Conditions: time 18 hour. Product: OCCOC1=C(C=CC=C1)S(=O)(=O)N (2-(2-Hydroxyethoxy)benzenesulfonamide). As a reaction SMILES: [OH:1][C:2]1[CH:7]=[CH:6][CH:5]=[CH:4][C:3]=1[S:8]([NH2:11])(=[O:10])=[O:9].C1(=O)O[CH2:15][CH2:14][O:13]1.N1C=CN=C1.C(=O)=O>C(OCC)C>[OH:13][CH2:14][CH2:15][O:1][C:2]1[CH:7]=[CH:6][CH:5]=[CH:4][C:3]=1[S:8]([NH2:11])(=[O:9])=[O:10]. Procedure details: A mixture of 74.6 g of (0.43 mol) of 2-hydroxybenzenesulfonamide, 45.3 g (0.51 mol) of ethylene carbonate and 0.9 g of imidazole was heated to 160° with vigorous stirring. After about four hours the carbon dioxide solution had subsided and no unreacted 2-hydroxybenzenesulfonamide was present in the reaction mixture. The mixture was allowed to cool and about 400 ml of diethyl ether was added to the thick oil. The two-phase mixture was stirred vigorously and was heated to reflux for about one hour... Reactants: 2,3-dichloro-4,5-dicyanobenzoquinone, C(CCC)N1C(NC(C2=C1NC(=C(C2C2=CC=C(C=C2)F)C(=O)OCC)C(C)C)=O)=O (1-Butyl-6-ethoxycarbonyl-5-(4-fluorophenyl)-7-isopropyl-2,4-dioxo-1,2,3,4,5,8-hexahydro-pyrido(2,3-d)pyrimidine). Solvent: ClCCl (dichloromethane). Run at time 1 hour. The product is C(CCC)N1C(NC(C2=C1N=C(C(=C2C2=CC=C(C=C2)F)C(=O)OCC)C(C)C)=O)=O (1-Butyl-6-ethoxycarbonyl-5-(4-fluorophenyl)-7-isopropyl-2,4-dioxo-1,2,3,4-tetrahydro-pyrido(2,3-d)pyrimidine). As a reaction SMILES: [CH2:1]([N:5]1[C:10]2[NH:11][C:12]([CH:27]([CH3:29])[CH3:28])=[C:13]([C:22]([O:24][CH2:25][CH3:26])=[O:23])[CH:14]([C:15]3[CH:20]=[CH:19][C:18]([F:21])=[CH:17][CH:16]=3)[C:9]=2[C:8](=[O:30])[NH:7][C:6]1=[O:31])[CH2:2][CH2:3][CH3:4]>ClCCl>[CH2:1]([N:5]1[C:10]2[N:11]=[C:12]([CH:27]([CH3:29])[CH3:28])[C:13]([C:22]([O:24][CH2:25][CH3:26])=[O:23])=[C:14]([C:15]3[CH:20]=[CH:19][C:18]([F:21])=[CH:17][CH:16]=3)[C:9]=2[C:8](=[O:30])[NH:7][C:6]1=[O:31])[CH2:2][CH2:3][CH3:4]. Procedure details: 11.35 g (50 mmol) of 2,3-dichloro-4,5-dicyanobenzoquinone are added to a mixture of 21.5 g (50 mmol) of the compound from Example 2 in 800 ml of dichloromethane and the mixture is stirred at room temperature for 1 h. The solution is filtered from a beige precipitate, the filtrate is washed four times with water, the organic phase is dried over sodium sulphate, filtered through a thin layer of active carbon and the filtrate is concentrated in vacuo. The residue is crystallized from ether/petroleu...